This data is from the Open Reaction Database (ORD), a public repository of structured organic reaction records. The task is: describe an organic reaction: reactants, conditions, products, and yield Reactants: C(C1=CC=CC=C1)(=O)O[C@@H]1[C@H](O[C@H]([C@@H]1OC(C1=CC=CC=C1)=O)N1C2=NC(=NC(=C2N=C1)NCCC1=CC=CC=C1)C#N)COC ((2R,3R,4R,5R)-4-(Benzoyloxy)-5-[2-cyano-6-(phenethylamino)-9H-purin-9-yl]-2-(methoxymethyl)tetrahydro-3-furanyl benzoate). Run in N (ammonia), N (ammonia). Conditions: time 24 hour. The product is O[C@H]1[C@@H](O[C@@H]([C@H]1O)COC)N1C2=NC(=NC(=C2N=C1)NCCC1=CC=CC=C1)C#N (9-[(2R,3R,4S,5R)-3,4-Dihydroxy-5-(methoxymethyl)tetrahydro-2-furanyl]-6-(phenethylamino)-9H-purine-2-carbonitrile). Reaction SMILES: C([O:9][C@H:10]1[C@@H:14]([O:15]C(=O)C2C=CC=CC=2)[C@H:13]([N:24]2[CH:32]=[N:31][C:30]3[C:25]2=[N:26][C:27]([C:42]#[N:43])=[N:28][C:29]=3[NH:33][CH2:34][CH2:35][C:36]2[CH:41]=[CH:40][CH:39]=[CH:38][CH:37]=2)[O:12][C@@H:11]1[CH2:44][O:45][CH3:46])(=O)C1C=CC=CC=1>N>[OH:15][C@@H:14]1[C@H:10]([OH:9])[C@@H:11]([CH2:44][O:45][CH3:46])[O:12][C@H:13]1[N:24]1[CH:32]=[N:31][C:30]2[C:25]1=[N:26][C:27]([C:42]#[N:43])=[N:28][C:29]=2[NH:33][CH2:34][CH2:35][C:36]1[CH:37]=[CH:38][CH:39]=[CH:40][CH:41]=1. Procedure details: (2R,3R,4R,5R)-4-(Benzoyloxy)-5-[2-cyano-6-(phenethylamino)-9H-purin-9-yl]-2-(methoxymethyl)tetrahydro-3-furanyl benzoate (8.0 g, 19.5 mmol) (preparation 46) was dissolved in a saturated ethanolic solution of ammonia (300 ml). The solution was allowed to stand at room temperature for 24 hr, then re-saturated with ammonia gas and allowed to stand for a further 48 hr. The solvent was then removed under reduced pressure and dichloromethane added to the residue. The dichloromethane was then removed u...